From a dataset of the Open Reaction Database (ORD), a public repository of structured organic reaction records. describe an organic reaction: reactants, conditions, products, and yield Starting materials: [OH-].[Na+] (sodium hydroxide), C(C1=CC=CC=C1)(=O)Cl (benzoyl chloride), C(C)(C)(C)OO (tert-butyl hydroperoxide), [OH-].[Na+] (sodium hydroxide), Cl (hydrochloric acid), C(C)(C)(C)OO (tert-butyl hydroperoxide). Solvent: O (water), O (water), O (water), O (water), O (water). Product: C(C1=CC=CC=C1)(=O)OOC(C)(C)C (tert-butyl peroxybenzoate). The yield is 95.3%. RXN SMILES: [C:1]([O:5][OH:6])([CH3:4])([CH3:3])[CH3:2].[OH-].[Na+].[C:9](Cl)(=[O:16])[C:10]1[CH:15]=[CH:14][CH:13]=[CH:12][CH:11]=1.Cl>O>[C:9]([O:6][O:5][C:1]([CH3:4])([CH3:3])[CH3:2])(=[O:16])[C:10]1[CH:15]=[CH:14][CH:13]=[CH:12][CH:11]=1 |f:1.2|. Reported procedure: Before the start of the reaction, the loop reactor is filled with a solution of 19.6% by weight of tert-butyl hydroperoxide and 9.0% by weight of sodium hydroxide. Initially 18.4 kg/h of a solution of 70% by weight of tert-butyl hydroperoxide in water, 11.8 kg/h of a solution of 50% by weight of sodium hydroxide in water, 35.2 kg/h of water and 18.0 kg/h of benzoyl chloride are then fed to the loop reactor. Cooling with cooling water keeps the internal temperature at 12° C. in the loop reactor a...